From a dataset of the Open Reaction Database (ORD), a public repository of structured organic reaction records. describe an organic reaction: reactants, conditions, products, and yield Reactants: CC(C)CCCC(C)CCC1(CCC(C)CCCC(C)C)c2cc(Br)ccc2-c2ccc(Br)cc21, C1CCOC1, [Li]CCCC, CCCCCC, CN(C)C=O, Cc1ccccc1, O. Yields the product CC(C)CCCC(C)CCC1(CCC(C)CCCC(C)C)c2cc(Br)ccc2-c2ccc(C=O)cc21. As a reaction SMILES: [Br:1][c:2]1[cH:3][c:4]2[c:12]([cH:13][cH:14]1)-[c:11]1[c:6]([cH:7][c:8]([Br:15])[cH:9][cH:10]1)[C:5]2([CH2:16][CH2:17][CH:18]([CH2:19][CH2:20][CH2:21][CH:22]([CH3:23])[CH3:24])[CH3:25])[CH2:26][CH2:27][CH:28]([CH2:29][CH2:30][CH2:31][CH:32]([CH3:33])[CH3:34])[CH3:35].[CH2:52]1[O:53][CH2:54][CH2:55][CH2:56]1.[CH3:36][CH2:37][CH2:38][CH2:39][Li:40].[CH3:41][CH2:42][CH2:43][CH2:44][CH2:45][CH3:46].[CH3:47][N:48]([CH:49]=[O:50])[CH3:51].[CH3:58][c:59]1[cH:60][cH:61][cH:62][cH:63][cH:64]1.[OH2:57]>>[Br:1][c:2]1[cH:3][c:4]2[c:12]([cH:13][cH:14]1)-[c:11]1[c:6]([cH:7][c:8]([CH:49]=[O:50])[cH:9][cH:10]1)[C:5]2([CH2:16][CH2:17][CH:18]([CH2:19][CH2:20][CH2:21][CH:22]([CH3:23])[CH3:24])[CH3:25])[CH2:26][CH2:27][CH:28]([CH2:29][CH2:30][CH2:31][CH:32]([CH3:33])[CH3:34])[CH3:35]. The reactants are Grignard reagent, [Ca] (calcium), C(#N)C1=CC=C(N1C)CC(=O)[O-] (5-cyano-1-methylpyrrole-2-acetate), [Mg] (magnesium), BrC1=CC=C(C=C1)C (4-bromotoluene), C(#N)C1=CC=C(N1C)CC(=O)O (5-cyano-1-methylpyrrole-2-acetic acid). Run in O1CCCC1 (tetrahydrofuran), O (water). Yields the product CN1C(=CC=C1C(=O)C1=CC=C(C=C1)C)CC(=O)O (1-methyl-5-p-toluoylpyrrole-2-acetic acid). Yield: 63.0%. Reaction SMILES: [Mg].Br[C:3]1[CH:8]=[CH:7][C:6]([CH3:9])=[CH:5][CH:4]=1.[C:10]([C:12]1[N:16]([CH3:17])[C:15]([CH2:18][C:19]([O-:21])=[O:20])=[CH:14][CH:13]=1)#N.[Ca].C(C1N(C)C(CC(O)=[O:33])=CC=1)#N>O.O1CCCC1>[CH3:17][N:16]1[C:12]([C:10]([C:3]2[CH:8]=[CH:7][C:6]([CH3:9])=[CH:5][CH:4]=2)=[O:33])=[CH:13][CH:14]=[C:15]1[CH2:18][C:19]([OH:21])=[O:20]. Reported procedure: To a solution of the Grignard reagent prepared from 0.82 g. (36 mmol) of magnesium and 6.2 g. (36 mmol) of 4-bromotoluene in 15 ml. of anhydrous tetrahydrofuran was added 1.2 g. of solid material which contained about 6.0 mmol of 5-cyano-1-methylpyrrole-2-acetate as the calcium salt and some water which persisted after drying in a vacuum oven. Diphenyl ether (20 g.) was added, and the reaction mixture was heated to remove tetrahydrofuran by distillation until the temperature reached 110° C. The ...